The task is: describe an organic reaction: reactants, conditions, products, and yield. This data is from the Open Reaction Database (ORD), a public repository of structured organic reaction records. Starting materials: C(C)(=O)OCC (ethyl acetate), Cl.N1(CCNCC1)C1=NC2=CC=CC=C2N=C1 (2-piperazin-1-yl-quinoxaline hydrochloride), C1(CCCC1)OC1=C(C(=O)O)C=C(C=C1)S(=O)(=O)C (2-cyclopentyloxy-5-methanesulfonyl-benzoic acid). Solvent: C(C)#N (acetonitrile). The product is C1(CCCC1)OC1=C(C=C(C=C1)S(=O)(=O)C)C(=O)N1CCN(CC1)C1=NC2=CC=CC=C2N=C1 ((2-Cyclopentyloxy-5-methanesulfonyl-phenyl)-(4-quinoxalin-2-yl-piperazin-1-yl)-methanone). RXN SMILES: Cl.[N:2]1([C:8]2[CH:17]=[N:16][C:15]3[C:10](=[CH:11][CH:12]=[CH:13][CH:14]=3)[N:9]=2)[CH2:7][CH2:6][NH:5][CH2:4][CH2:3]1.[CH:18]1([O:23][C:24]2[CH:32]=[CH:31][C:30]([S:33]([CH3:36])(=[O:35])=[O:34])=[CH:29][C:25]=2[C:26](O)=[O:27])[CH2:22][CH2:21][CH2:20][CH2:19]1.C(OCC)(=O)C>C(#N)C>[CH:18]1([O:23][C:24]2[CH:32]=[CH:31][C:30]([S:33]([CH3:36])(=[O:34])=[O:35])=[CH:29][C:25]=2[C:26]([N:5]2[CH2:4][CH2:3][N:2]([C:8]3[CH:17]=[N:16][C:15]4[C:10](=[CH:11][CH:12]=[CH:13][CH:14]=4)[N:9]=3)[CH2:7][CH2:6]2)=[O:27])[CH2:19][CH2:20][CH2:21][CH2:22]1 |f:0.1|. Procedure: Prepared in analogy to example 1.1(b) from 2-piperazin-1-yl-quinoxaline hydrochloride and 2-cyclopentyloxy-5-methanesulfonyl-benzoic acid (example 2.3) in acetonitrile. Chromatography (SiO2; ethyl acetate) yields the title compound as a yellowish foam. The reactants are OCC=1C=C(OC=2C=C(C#N)C=CN2)C=CC1 (2-(3-hydroxymethyl-phenoxy)-isonicotinonitrile), C1(=CC=CC=C1)P(C1=CC=CC=C1)C1=CC=CC=C1 (triphenylphosphine), N1C=NC=C1 (imidazole), II (iodine). The solvent is ClCCl (dichloromethane), ClCCl (dichloromethane), C(C)(=O)OCC (ethyl acetate). Run at time 10 minute. Product: ICC=1C=C(OC=2C=C(C#N)C=CN2)C=CC1 (2-(3-iodomethyl-phenoxy)-isonicotinonitrile). Yield: 55.9%. As a reaction SMILES: C1(P(C2C=CC=CC=2)C2C=CC=CC=2)C=CC=CC=1.N1C=CN=C1.[I:25]I.O[CH2:28][C:29]1[CH:30]=[C:31]([CH:41]=[CH:42][CH:43]=1)[O:32][C:33]1[CH:34]=[C:35]([CH:38]=[CH:39][N:40]=1)[C:36]#[N:37]>ClCCl.C(OCC)(=O)C>[I:25][CH2:28][C:29]1[CH:30]=[C:31]([CH:41]=[CH:42][CH:43]=1)[O:32][C:33]1[CH:34]=[C:35]([CH:38]=[CH:39][N:40]=1)[C:36]#[N:37]. Procedure details: Mix polymer-supported triphenylphosphine (2.33 mmol/g load capacity, 0.85 g, 1.99 mmol), imidazole (0.14 g, 1.99 mmol) and iodine (0.51 g, 1.99 mmol) in dichloromethane (8 mL) in a vial (0.75 oz). Seal and shake for 10 minutes. Add a solution of 2-(3-hydroxymethyl-phenoxy)-isonicotinonitrile (0.30 g, 1.33 mmol) in dichloromethane (3 mL) and shake for 2 hrs. Filter the resin and wash with dichloromethane (50 mL). Concentrate the filtrate under reduced pressure to give a residue. Dissolve the resi... Reactants: BrC1=NN(C2=NC=NC(=C21)NCC2=C(C=C(C=C2)OC)OC)[C@H]2C=1C=NN(C1CCC2)S(=O)(=O)C2=CC=C(C)C=C2 ((R)-3-bromo-N-(2,4-dimethoxybenzyl)-1-(1-tosyl-4,5,6,7-tetrahydro-1H-indazol-4-yl)-1H-pyrazolo[3,4-d]pyrimidin-4-amine), O[Li].O (LiOH.H2O). The solvent is C1CCOC1 (THF). Run at temperature 60 celsius, time 8 hour. Product: BrC1=NN(C2=NC=NC(=C21)NCC2=C(C=C(C=C2)OC)OC)[C@H]2C=1C=NNC1CCC2 ((R)-3-bromo-N-(2,4-dimethoxybenzyl)-1-(4,5,6,7-tetrahydro-1H-indazol-4-yl)-1H-pyrazolo[3,4-d]pyrimidin-4-amine). The yield is 92.3%. As a reaction SMILES: [Br:1][C:2]1[C:10]2[C:5](=[N:6][CH:7]=[N:8][C:9]=2[NH:11][CH2:12][C:13]2[CH:18]=[CH:17][C:16]([O:19][CH3:20])=[CH:15][C:14]=2[O:21][CH3:22])[N:4]([C@@H:23]2[CH2:31][CH2:30][CH2:29][C:28]3[N:27](S(C4C=CC(C)=CC=4)(=O)=O)[N:26]=[CH:25][C:24]2=3)[N:3]=1.O[Li].O>C1COCC1>[Br:1][C:2]1[C:10]2[C:5](=[N:6][CH:7]=[N:8][C:9]=2[NH:11][CH2:12][C:13]2[CH:18]=[CH:17][C:16]([O:19][CH3:20])=[CH:15][C:14]=2[O:21][CH3:22])[N:4]([C@@H:23]2[CH2:31][CH2:30][CH2:29][C:28]3[NH:27][N:26]=[CH:25][C:24]2=3)[N:3]=1 |f:1.2|. Procedure details: To a solution of (R)-3-bromo-N-(2,4-dimethoxybenzyl)-1-(1-tosyl-4,5,6,7-tetrahydro-1H-indazol-4-yl)-1H-pyrazolo[3,4-d]pyrimidin-4-amine (400 mg, 0.626 mmol) in THF (6.3 mL) was added 1N LiOH.H2O (105 mg, 2.504 mmol), then the mixture was stirred for 8 h at 60° C. Removed the solvent under reduced pressure and extracted with DCM and the combined organic layer was washed with water, brine and dried over anhydrous Na2SO4. The organic layer was concentrated in vacuo and the residue (R)-3-bromo-N-(2,...